This data is from the Open Reaction Database (ORD), a public repository of structured organic reaction records. The task is: describe an organic reaction: reactants, conditions, products, and yield Starting materials: N[C@@H](CO)C ((R)-(−)-2-amino-1-propanol), ClC1=C(C(=O)Cl)C=CC=C1 (2-chlorobenzoyl chloride), NC=1C(=NC(=NC1Cl)C)Cl (5-amino-4,6-dichloro-2-methylpyrimidine), C(C)(C)N(CC)C(C)C (diisopropylethylamine). Solvent: O (water), CN1C(CCC1)=O (N-methylpyrrolidone). Reaction conditions: temperature 80 celsius, time 10 minute. The product is ClC1=C(C(=O)NC=2C(=NC(=NC2N[C@@H](CO)C)C)Cl)C=CC=C1 (2-chloro-N-[4-chloro-6-[[(1R)-2-hydroxy-1-methyl-ethyl]amino]-2-methyl-pyrimidin-5-yl]benzamide). Isolated yield 75.7%. Reaction SMILES: [Cl:1][C:2]1[CH:10]=[CH:9][CH:8]=[CH:7][C:3]=1[C:4](Cl)=[O:5].[NH2:11][C:12]1[C:13](Cl)=[N:14][C:15]([CH3:19])=[N:16][C:17]=1[Cl:18].C(N(C(C)C)CC)(C)C.[NH2:30][C@H:31]([CH3:34])[CH2:32][OH:33]>O.CN1CCCC1=O>[Cl:1][C:2]1[CH:10]=[CH:9][CH:8]=[CH:7][C:3]=1[C:4]([NH:11][C:12]1[C:17]([Cl:18])=[N:16][C:15]([CH3:19])=[N:14][C:13]=1[NH:30][C@H:31]([CH3:34])[CH2:32][OH:33])=[O:5]. Procedure: Combine 2-chlorobenzoyl chloride (10.44 g, 57.86 mmol), 5-amino-4,6-dichloro-2-methylpyrimidine (10 g, 56.17 mmol) and N-methylpyrrolidone (44 mL) in a 250 mL three-necked round bottom flask equipped with reflux condenser, stirrer bar, and nitrogen inlet/outlet and heat to 80° C. for 5 h. Add water (506 μL) and continue stirring under the heating conditions for 20 min before adding diisopropylethylamine (29.4 mL, 168.52 mmol). Then add (R)-(−)-2-amino-1-propanol (6.23 mL, 79.77 mmol) in one port... The reactants are CN(CCN)C (N,N-dimethylethylenediamine), OCC1=CC(C(C=N1)OCC1=CC=C(C=C1)OC)=O (6-hydroxymethyl-3-(p-methoxybenzyl)oxy-4-pyridone), C(Cl)(Cl)Cl.CO (chloroform methanol). Run in CO (methanol). Reaction conditions: time 14 hour. Product: C1(=CC=CC=C1)C(OC1=CN(C(=CC1=O)CO)CCN(C)C)C1=CC=CC=C1 (3-diphenylmethoxy-1-(2-dimethylaminoethyl)-6-hydroxymethyl-4-pyridone). RXN SMILES: [OH:1][CH2:2][C:3]1[N:8]=[CH:7][CH:6]([O:9][CH2:10][C:11]2[CH:16]=[CH:15][C:14](OC)=[CH:13][CH:12]=2)[C:5](=[O:19])[CH:4]=1.[CH3:20][N:21]([CH3:25])[CH2:22][CH2:23]N.C(Cl)(Cl)Cl.CO>CO>[C:11]1([CH:10]([C:11]2[CH:12]=[CH:13][CH:14]=[CH:15][CH:16]=2)[O:9][C:6]2[C:5](=[O:19])[CH:4]=[C:3]([CH2:2][OH:1])[N:8]([CH2:23][CH2:22][N:21]([CH3:25])[CH3:20])[CH:7]=2)[CH:16]=[CH:15][CH:14]=[CH:13][CH:12]=1 |f:2.3|. Procedure: To a suspension of 1.542 g of 6-hydroxymethyl-3-(p-methoxybenzyl)oxy-4-pyridone in 10 ml of methanol is added 4.408 g of N,N-dimethylethylenediamine, and the mixture is stirred for 14 hours. The reaction mixture is condensed under reduced pressure, and subjected to flash column chromatography on 50 g of Wako-Gel C-300 (manufactured by Wako Pure Chemical Industries, Ltd.) with an eluent of chloroform-methanol (10:1) to perform separation and purification. The title compound is obtained as colorle... Starting materials: NC1=C(C=CC(=C1)Cl)NCCO (2-[(2-amino-4-chlorophenyl)amino]-ethanol), NC(=O)N (urea), [OH-].[Na+] (sodium hydroxide). Reaction conditions: time 8 hour. Yields the product ClC1=CC2=C(N(C(N2)=O)CCO)C=C1 (5-chloro-1-(2-hydroxyethyl)-1,3-dihydro-2H-benzimidazol-2-one). RXN SMILES: [NH2:1][C:2]1[CH:7]=[C:6]([Cl:8])[CH:5]=[CH:4][C:3]=1[NH:9][CH2:10][CH2:11][OH:12].N[C:14](N)=[O:15].[OH-].[Na+]>>[Cl:8][C:6]1[CH:5]=[CH:4][C:3]2[N:9]([CH2:10][CH2:11][OH:12])[C:14](=[O:15])[NH:1][C:2]=2[CH:7]=1 |f:2.3|. Reported procedure: A mixture of 9 parts of 2-[(2-amino-4-chlorophenyl)amino]-ethanol and 9 parts of urea is stirred and heated for 2 hours at 180°-190° C. After cooling the reaction mixture is treated with concentrated sodium hydroxide solution. The obtained solution is filtered from some unsoluble matter. It is then treated with activated charcoal and filtered again. The filtrate is acidified with concentrated hydrochloric acid. After keeping overnight at room temperature, the precipitated solid is filtered off, ... Starting materials: ClC1=NC=CC=C1Cl (2,3-dichloropyridine), O.NN (hydrazine monohydrate), C([O-])([O-])=O.[K+].[K+] (potassium carbonate). Solvent: C(CCC)O (n-butanol). Product: ClC=1C(=NC=CC1)NN (3-Chloro-2-hydrazinopyridine). The yield is 89.4%. Reaction SMILES: Cl[C:2]1[C:7]([Cl:8])=[CH:6][CH:5]=[CH:4][N:3]=1.O.[NH2:10][NH2:11].C(=O)([O-])[O-].[K+].[K+]>C(O)CCC>[Cl:8][C:7]1[C:2]([NH:10][NH2:11])=[N:3][CH:4]=[CH:5][CH:6]=1 |f:1.2,3.4.5|. Reported procedure: To 30 ml of an n-butanol solution containing 7.0 g of 2,3-dichloropyridine were added 7.1 g of hydrazine monohydrate and 6.54 g of anhydrous potassium carbonate, and the mixture was heated under reflux for 17.5 hours. After cooling, the precipitate was collected by filtration to yield 6.07 g of the title compound. The reactants are N(C(C)C)C(C)C (i-Pr2NH), solution, [Li]CCCC (BuLi), CCCCCC (hexane), ICCCC(=O)OCC (ethyl 4-iodobutyrate), ClC1=C(C=CC(=C1)Cl)CC(=O)OC (methyl 2,4-dichlorophenylacetate). The solvent is C1CCOC1 (THF), C1CCOC1 (THF), C1CCOC1 (THF). Conditions: temperature 0 celsius, time 10 minute. The product is COC(C(CCCC(=O)OCC)C1=C(C=C(C=C1)Cl)Cl)=O (2-(2,4-dichlorophenyl)hexanedioic acid 6-ethyl ester 1-methyl ester), oil. Yield: 74.6%. As a reaction SMILES: N(C(C)C)C(C)C.[Li]CCCC.CCCCCC.[Cl:19][C:20]1[CH:25]=[C:24]([Cl:26])[CH:23]=[CH:22][C:21]=1[CH2:27][C:28]([O:30][CH3:31])=[O:29].I[CH2:33][CH2:34][CH2:35][C:36]([O:38][CH2:39][CH3:40])=[O:37]>C1COCC1>[CH3:31][O:30][C:28](=[O:29])[CH:27]([C:21]1[CH:22]=[CH:23][C:24]([Cl:26])=[CH:25][C:20]=1[Cl:19])[CH2:33][CH2:34][CH2:35][C:36]([O:38][CH2:39][CH3:40])=[O:37]. Procedure: To a solution of i-Pr2NH (0.921 mL, 1.2 eq) in anh. THF (22 mL), at 0° C., under N2, was added a 1.6 M solution of BuLi in hexane (3.42 mL, 1 eq) and the mixture was stirred at 0° C. for 10 min. It was then cooled to −78° C. and a solution of methyl 2,4-dichlorophenylacetate (1.2 g, 5.478 mmol) in anh. THF (3.3 mL) was added dropwise. The mixture was stirred at −78° C. for 45 min before the addition of a solution of ethyl 4-iodobutyrate (1.72 g, 1.3 eq) in anh. THF (2 mL). The cooling bath was t... Starting materials: BrN1C(CCC1=O)=O (N-bromosuccinimide), C1(=CC=CC=C1)P(C1=CC=CC=C1)C1=CC=CC=C1 (triphenylphosphine), C(C)(C)(C)OC(=O)N1[C@H](CCC1)CO ((R)-2-hydroxymethyl-pyrrolidine-1-carboxylic acid tert-butyl ester), N1=CC=CC=C1 (Pyridine). The solvent is C(Cl)Cl (DCM), C(Cl)Cl (DCM), C(Cl)Cl (DCM). Run at time 15 minute. The product is C(C)(C)(C)OC(=O)N1[C@@H](CCC1)CBr ((S)-2-Bromomethyl-pyrrolidine-1-carboxylic acid tert-butyl ester). Isolated yield 30.5%. As a reaction SMILES: [Br:1]N1C(=O)CCC1=O.C1(P(C2C=CC=CC=2)C2C=CC=CC=2)C=CC=CC=1.N1C=CC=CC=1.[C:34]([O:38][C:39]([N:41]1[CH2:45][CH2:44][CH2:43][C@@H:42]1[CH2:46]O)=[O:40])([CH3:37])([CH3:36])[CH3:35]>C(Cl)Cl>[C:34]([O:38][C:39]([N:41]1[CH2:45][CH2:44][CH2:43][C@H:42]1[CH2:46][Br:1])=[O:40])([CH3:37])([CH3:36])[CH3:35]. Procedure details: To a solution of N-bromosuccinimide (1.33 g, 7.45 mmol, 3 eq) in DCM (15 ml) was added drop wise a solution of triphenylphosphine (1.82 g, 6.94 mmol, 2.8 eq) in DCM (15 ml). The solution was stirred at room temperature for 15 minutes. Pyridine (0.015 ml, 1.2 eq) was added followed by dropwise addition of (R)-2-hydroxymethyl-pyrrolidine-1-carboxylic acid tert-butyl ester (0.50 g, 2.48 mmol, 1 eq) in DCM (15 ml). The solution was stirred overnight at room temperature. The solvent was removed under... The reactants are CC(=O)O, N#CO[K], O, O=[N+]([O-])c1ccc(CNO)cc1. Yields the product NC(=O)N(O)Cc1ccc([N+](=O)[O-])cc1. RXN SMILES: [CH3:13][C:14](=[O:15])[OH:16].[K:17][O:18][C:19]#[N:20].[OH2:21].[OH:1][NH:2][CH2:3][c:4]1[cH:5][cH:6][c:7]([N+:10](=[O:11])[O-:12])[cH:8][cH:9]1>>[OH:1][N:2]([CH2:3][c:4]1[cH:5][cH:6][c:7]([N+:10](=[O:11])[O-:12])[cH:8][cH:9]1)[C:19](=[O:18])[NH2:20]. Starting materials: CC(CCCO[Si](c1ccccc1)(c1ccccc1)C(C)(C)C)C(c1cc(F)ccc1F)S(=O)(=O)c1ccc(Cl)cc1, O=C([O-])O, ClCCl, CCCCCC, F, [Na+], c1ccncc1. The product is CC(CCCO)C(c1cc(F)ccc1F)S(=O)(=O)c1ccc(Cl)cc1. As a reaction SMILES: [C:1]([Si:2]([c:3]1[cH:4][cH:5][cH:31][cH:32][cH:33]1)([O:6][CH2:7][CH2:8][CH2:9][CH:10]([CH:11]([S:12](=[O:13])(=[O:14])[c:15]1[cH:16][cH:17][c:18]([Cl:21])[cH:19][cH:20]1)[c:22]1[c:23]([F:29])[cH:24][cH:25][c:26]([F:28])[cH:27]1)[CH3:30])[c:34]1[cH:35][cH:36][cH:37][cH:38][cH:39]1)([CH3:40])([CH3:41])[CH3:42].[C:50](=[O:51])([OH:52])[O-:53].[CH2:61]([Cl:62])[Cl:63].[CH3:55][CH2:56][CH2:57][CH2:58][CH2:59][CH3:60].[FH:49].[Na+:54].[n:43]1[cH:44][cH:45][cH:46][cH:47][cH:48]1>>[OH:6][CH2:7][CH2:8][CH2:9][CH:10]([CH:11]([S:12](=[O:13])(=[O:14])[c:15]1[cH:16][cH:17][c:18]([Cl:21])[cH:19][cH:20]1)[c:22]1[c:23]([F:29])[cH:24][cH:25][c:26]([F:28])[cH:27]1)[CH3:30]. Reactants: C[C@@H](\C=C\C)O ((S)-trans-3-Penten-2-ol), C(C)C(C([O-])([O-])[O-])(CC)CC (triethylorthoacetate), CP(OC(C(C)(C)C)C)(F)=O (Soman). The product is C(C)OC(C[C@@H](C=CC)C)=O ((S)-3-methyl-hex-4-enoic acid ethyl ester). RXN SMILES: C[C@H:2]([OH:6])/[CH:3]=[CH:4]/[CH3:5].C([C:9]([CH2:16][CH3:17])(CC)C([O-])([O-])[O-])C.CP(=O)(F)[O:20][CH:21](C)[C:22](C)(C)C>>[CH2:21]([O:20][C:2](=[O:6])[CH2:3][C@H:4]([CH3:5])[CH:17]=[CH:16][CH3:9])[CH3:22]. Procedure details: To a solution of (S)-3-methyl-hex-4-enoic acid ethyl ester* (1.0 g, 6.4 mmol) in 30 mL toluene at −78° C. was added DIBAH (1.0 M in THF, 6.4 mL) dropwise over 5 min. The mixture was stirred at −78° C. 45 min at which time 5 drops of methanol were added, resulting in vigorous H2 evolution. Methanol was added until no more gas evolution was observed (ca. 5 mL). At this time the cold bath was removed and ca. 5 mL of sat. aq. Na+K+ tartrate was added. When the mixture reached room temperature, addit... Reactants: O1CCC2=C1C=CC=C2 (2,3-Dihydrobenzofuran), aqueous solution, Cl (hydrochloric acid), C(C)(=O)Cl (acetyl chloride), [Cl-] (chloride). The solvent is ClCCl (dichloromethane). Reaction conditions: temperature -10 celsius, time 0.5 hour. Yields the product O1CCC2=C1C=CC(=C2)C(C)=O (1-(2,3-Dihydrobenzofuran-5-yl)ethanone). The yield is 99.3%. Reaction SMILES: [O:1]1[C:5]2[CH:6]=[CH:7][CH:8]=[CH:9][C:4]=2[CH2:3][CH2:2]1.[C:10](Cl)(=[O:12])[CH3:11].[Cl-].Cl>ClCCl>[O:1]1[C:5]2[CH:6]=[CH:7][C:8]([C:10](=[O:12])[CH3:11])=[CH:9][C:4]=2[CH2:3][CH2:2]1. Reported procedure: 2,3-Dihydrobenzofuran (10 g, 83.2 mmol) was dissolved in dichloromethane (400 mL), added sequentially with acetyl chloride (11.8 mL, 167 mmol) and alminium chloride (33.3 g, 250 mmol) at −10° C., and the mixture was stirred at −10° C. for 0.5 hours. The reaction solution was added 5% aqueous solution of hydrochloric acid, extracted with ethyl acetate. The organic layer was washed with a saturated aqueous solution of sodium hydrogen carbonate and brine, dried over anhydrous sodium sulfate, and co...